Dataset: the Open Reaction Database (ORD), a public repository of structured organic reaction records. Task: describe an organic reaction: reactants, conditions, products, and yield Reactants: CCCCc1ccc(N=C=O)cc1, COc1cc2ncnc(C3CCNCC3)c2cc1OC, CN(C)C=O. The product is CCCCc1ccc(NC(=O)N2CCC(c3ncnc4cc(OC)c(OC)cc34)CC2)cc1. Reaction SMILES: [CH2:21]([CH2:22][CH2:23][CH3:24])[c:25]1[cH:26][cH:27][c:28]([N:31]=[C:32]=[O:33])[cH:29][cH:30]1.[CH3:1][O:2][c:3]1[cH:4][c:5]2[c:6]([CH:15]3[CH2:16][CH2:17][NH:18][CH2:19][CH2:20]3)[n:7][cH:8][n:9][c:10]2[cH:11][c:12]1[O:13][CH3:14].[O:34]=[CH:35][N:36]([CH3:37])[CH3:38]>>[CH3:1][O:2][c:3]1[cH:4][c:5]2[c:6]([CH:15]3[CH2:16][CH2:17][N:18]([C:32]([NH:31][c:28]4[cH:27][cH:26][c:25]([CH2:21][CH2:22][CH2:23][CH3:24])[cH:30][cH:29]4)=[O:33])[CH2:19][CH2:20]3)[n:7][cH:8][n:9][c:10]2[cH:11][c:12]1[O:13][CH3:14]. Yields the product C=C(C)c1cc(C(O)c2c(C)cc(O[Si](C(C)C)(C(C)C)C(C)C)cc2C)ccc1F. RXN SMILES: [Br:1][c:2]1[c:3]([CH3:20])[cH:4][c:5]([O:9][Si:10]([CH:11]([CH3:12])[CH3:13])([CH:14]([CH3:15])[CH3:16])[CH:17]([CH3:18])[CH3:19])[cH:6][c:7]1[CH3:8].[CH2:21]([Li:22])[CH2:23][CH2:24][CH3:25].[CH2:38]1[O:39][CH2:40][CH2:41][CH2:42]1.[CH3:43][CH2:44][O:45][C:46]([CH3:47])=[O:48].[F:26][c:27]1[c:28]([C:35](=[CH2:36])[CH3:37])[cH:29][c:30]([CH:31]=[O:32])[cH:33][cH:34]1>>[c:2]1([CH:31]([c:30]2[cH:29][c:28]([C:35](=[CH2:36])[CH3:37])[c:27]([F:26])[cH:34][cH:33]2)[OH:32])[c:3]([CH3:20])[cH:4][c:5]([O:9][Si:10]([CH:11]([CH3:12])[CH3:13])([CH:14]([CH3:15])[CH3:16])[CH:17]([CH3:18])[CH3:19])[cH:6][c:7]1[CH3:8]. The reactants are Cc1cc(O[Si](C(C)C)(C(C)C)C(C)C)cc(C)c1Br, [Li]CCCC, C1CCOC1, CCOC(C)=O, C=C(C)c1cc(C=O)ccc1F. As a reaction SMILES: [CH2:1]([OH:12])[CH2:2][CH2:3][CH2:4][CH2:5][CH2:6][CH2:7][CH2:8][CH2:9][CH2:10][OH:11].[C:13](O)(=[O:15])[CH3:14].O.OS(O)(=O)=O>>[C:13]([O:12][CH2:1][CH2:2][CH2:3][CH2:4][CH2:5][CH2:6][CH2:7][CH2:8][CH2:9][CH2:10][OH:11])(=[O:15])[CH3:14]. The product is C(C)(=O)OCCCCCCCCCCO (1,10-decanediol monoacetate). Isolated yield 79.0%. Reactants: C(CCCCCCCCCO)O (1,10-decanediol), C(C)(=O)O (acetic acid), O (H2O), OS(=O)(=O)O (H2SO4). Reported procedure: A solution of 4.36 g (25 mmoles) of 1,10-decanediol in 100 ml (1.77 moles) of glacial acetic acid was mixed with 130 ml (7.22 moles) of H2O containing 0.25 ml (4.5 mmoles) of conc. H2SO4. This mixture, itself at room temperature, was then extracted continuously for two days using refluxing cyclohexane. The cyclohexane layer was then cooled to room temperature and 0.78 g (18% recovery) of crystalline 1,10-decanediol was recovered by simple filtration of this nonpolar organic phase. The cyclohexan...